Task: describe an organic reaction: reactants, conditions, products, and yield. Dataset: the Open Reaction Database (ORD), a public repository of structured organic reaction records Yields the product Cc1csc(C2CCN(C(=O)OC(C)(C)C)CC2)c1. Reactants: O=C([O-])O, Cc1csc(B(O)O)c1, CCOC(C)=O, CC(C)(C)OC(=O)N1CC=C(OS(=O)(=O)C(F)(F)F)CC1, [Na+], CN(C)C=O. Reaction SMILES: [C:31](=[O:32])([OH:33])[O-:34].[CH3:22][c:23]1[cH:24][c:25]([B:28]([OH:29])[OH:30])[s:26][cH:27]1.[CH3:41][CH2:42][O:43][C:44](=[O:45])[CH3:46].[F:1][C:2]([F:3])([F:4])[S:5]([O:6][C:7]1=[CH:12][CH2:11][N:10]([C:13](=[O:14])[O:15][C:16]([CH3:17])([CH3:18])[CH3:19])[CH2:9][CH2:8]1)(=[O:20])=[O:21].[Na+:35].[O:36]=[CH:37][N:38]([CH3:39])[CH3:40]>>[CH:7]1([c:25]2[cH:24][c:23]([CH3:22])[cH:27][s:26]2)[CH2:8][CH2:9][N:10]([C:13](=[O:14])[O:15][C:16]([CH3:17])([CH3:18])[CH3:19])[CH2:11][CH2:12]1. Starting materials: C(C)N1C(CC2=CC(=C(C=C12)CCCOS(=O)(=O)C1=CC=C(C)C=C1)O)=O (1-ethyl-5-hydroxy-6-(3-tosyloxypropyl)oxindole), C([O-])([O-])=O.[K+].[K+] (potassium carbonate). Solvent: CC(=O)C (acetone). Yields the product C(C)N1C(CC2=CC3=C(C=C12)C=CCO3)=O (1-ethyl-2-oxo-2,3-dihydro-pyrano[2,3-f]indole). Yield: 60.0%. As a reaction SMILES: [CH2:1]([N:3]1[C:11]2[C:6](=[CH:7][C:8]([OH:26])=[C:9]([CH2:12][CH2:13][CH2:14]OS(C3C=CC(C)=CC=3)(=O)=O)[CH:10]=2)[CH2:5][C:4]1=[O:27])[CH3:2].C(=O)([O-])[O-].[K+].[K+]>CC(C)=O>[CH2:1]([N:3]1[C:11]2[C:6](=[CH:7][C:8]3[O:26][CH2:14][CH:13]=[CH:12][C:9]=3[CH:10]=2)[CH2:5][C:4]1=[O:27])[CH3:2] |f:1.2.3|. Reported procedure: A mixture of 1.65 g. (4.41 mmoles) of 1-ethyl-5-hydroxy-6-(3-tosyloxypropyl)oxindole and 610 mg. (4.41 mmoles) of potassium carbonate in 90 ml. of acetone was heated at reflux for 2.5 hours. The reaction was cooled, filtered and the filtrate evaporated. The crude residue was purified by chromatographing on 100 g. of silica gel, using 66% diethyl ether-hexane as the eluent, to give 571 mg. (60% yield) of the desired intermediate. Starting materials: CC(C)(C)c1nc2cc(S(=O)(=O)Cl)ccc2n1CC1CCOCC1, CN(C)c1ccncc1, CC#N, FC1(F)CNC1. The product is CC(C)(C)c1nc2cc(S(=O)(=O)N3CC(F)(F)C3)ccc2n1CC1CCOCC1. RXN SMILES: [C:1]([CH3:2])([CH3:3])([CH3:4])[c:5]1[n:6][c:7]2[c:8]([n:9]1[CH2:10][CH:11]1[CH2:12][CH2:13][O:14][CH2:15][CH2:16]1)[cH:17][cH:18][c:19]([S:21](=[O:22])(=[O:23])[Cl:24])[cH:20]2.[CH3:31][N:32]([c:33]1[cH:34][cH:35][n:36][cH:37][cH:38]1)[CH3:39].[CH3:40][C:41]#[N:42].[F:25][C:26]1([F:30])[CH2:27][NH:28][CH2:29]1>>[C:1]([CH3:2])([CH3:3])([CH3:4])[c:5]1[n:6][c:7]2[c:8]([n:9]1[CH2:10][CH:11]1[CH2:12][CH2:13][O:14][CH2:15][CH2:16]1)[cH:17][cH:18][c:19]([S:21](=[O:22])(=[O:23])[N:28]1[CH2:27][C:26]([F:25])([F:30])[CH2:29]1)[cH:20]2. The reactants are O (water), CC(CC1=CC=C(C=C1)C1=CC=C(C=C1)CC(C)(C)C#N)(C)C#N (4,4'-bis(2-methyl-2-cyanopropyl)biphenyl), solution, [H-].C(C(C)C)[Al+]CC(C)C (diisobutylaluminum hydride), reagent, O (water), ice. Solvent: CO (methanol), C1(=CC=CC=C1)C (toluene), C1(=CC=CC=C1)C (toluene), CO (methanol). Conditions: time 1 day. Product: CC(CC1=CC=C(C=C1)C1=CC=C(C=C1)CC(CN)(C)C)(CN)C (4,4'-bis(2,2-dimethyl-3-aminopropyl)biphenyl). RXN SMILES: [CH3:1][C:2]([C:23]#[N:24])([CH3:22])[CH2:3][C:4]1[CH:9]=[CH:8][C:7]([C:10]2[CH:15]=[CH:14][C:13]([CH2:16][C:17]([C:20]#[N:21])([CH3:19])[CH3:18])=[CH:12][CH:11]=2)=[CH:6][CH:5]=1.[H-].C([Al+]CC(C)C)C(C)C.O>C1(C)C=CC=CC=1.CO>[CH3:18][C:17]([CH3:19])([CH2:20][NH2:21])[CH2:16][C:13]1[CH:12]=[CH:11][C:10]([C:7]2[CH:8]=[CH:9][C:4]([CH2:3][C:2]([CH3:1])([CH3:22])[CH2:23][NH2:24])=[CH:5][CH:6]=2)=[CH:15][CH:14]=1 |f:1.2|. Procedure: In a 1-liter flask, equipped as described in Example 10(a), was put 6.54 g of 4,4'-bis(2-methyl-2-cyanopropyl)biphenyl and 400 ml of reagent grade toluene which had been passed through acid alumina under nitrogen directly into the reaction vessel. With stirring at room temperature, 71 ml of a 25% solution of diisobutylaluminum hydride in toluene was added in 30 minutes. The mixture was then refluxed for 17 hrs 40 min. After the mixture had been cooled in an ice-water bath, a solution of 5 ml of ... Starting materials: C1CCNC1, CC#CCOc1ncnc(F)c1F, Cc1ccccc1. Yields the product CC#CCOc1ncnc(N2CCCC2)c1F. Reaction SMILES: [CH2:14]1[CH2:15][CH2:16][NH:17][CH2:18]1.[CH2:1]([C:2]#[C:3][CH3:4])[O:5][c:6]1[n:7][cH:8][n:9][c:10]([F:13])[c:11]1[F:12].[CH3:19][c:20]1[cH:21][cH:22][cH:23][cH:24][cH:25]1>>[CH2:1]([C:2]#[C:3][CH3:4])[O:5][c:6]1[n:7][cH:8][n:9][c:10]([N:17]2[CH2:16][CH2:15][CH2:14][CH2:18]2)[c:11]1[F:12]. Reactants: N[C@H](CN(C)C)CC1=CC=CC=C1 (N-[(2S)-2-amino-3-phenylpropyl]-N,N-dimethylamine), ClC1=C(N(C(C(=N1)Cl)=O)CC(=O)OCC1=CC=CC=C1)C (benzyl 2-[3,5-dichloro-2-methyl-6-oxo-1(6H)-pyrazinyl]acetate). Product: C(C1=CC=CC=C1)[C@@H](CN(C)C)NC=1C(N(C(=C(N1)Cl)C)CC(=O)OCC1=CC=CC=C1)=O (Benzyl 2-[3-[(1S)-1-benzyl-2-(dimethylamino)ethyl]amino-5-chloro-6-methyl-2-oxo-1(2H)-pyrazinyl]acetate). Yield: 51.8%. RXN SMILES: [NH2:1][C@@H:2]([CH2:7][C:8]1[CH:13]=[CH:12][CH:11]=[CH:10][CH:9]=1)[CH2:3][N:4]([CH3:6])[CH3:5].[Cl:14][C:15]1[N:20]=[C:19](Cl)[C:18](=[O:22])[N:17]([CH2:23][C:24]([O:26][CH2:27][C:28]2[CH:33]=[CH:32][CH:31]=[CH:30][CH:29]=2)=[O:25])[C:16]=1[CH3:34]>>[CH2:7]([C@H:2]([NH:1][C:19]1[C:18](=[O:22])[N:17]([CH2:23][C:24]([O:26][CH2:27][C:28]2[CH:33]=[CH:32][CH:31]=[CH:30][CH:29]=2)=[O:25])[C:16]([CH3:34])=[C:15]([Cl:14])[N:20]=1)[CH2:3][N:4]([CH3:6])[CH3:5])[C:8]1[CH:9]=[CH:10][CH:11]=[CH:12][CH:13]=1. Procedure: The title compound was prepared by a similar method to preparation 18 from N-[(2S)-2-amino-3-phenylpropyl]-N,N-dimethylamine (190 mg, 1.07 mmol; prepared as described in Chem. Pharm. Bull. 1970, 18,1731-1736) and benzyl 2-[3,5-dichloro-2-methyl-6-oxo-1(6H)-pyrazinyl]acetate (preparation 17) (361 mg, 1.10 mmol). The crude product was purified by chromatography (SiO2; gradient elution 100% hexane; 80:20 hexane:ethyl acetate; 60:40 hexane:ethyl acetate; 40:60 hexane:ethyl acetate; 20:80 hexane:ethy... Reactants: O=C([O-])O, COC(=O)N=C(NC(=O)OC)SC, CC(C)O, ClC(Cl)Cl, NCC(N)c1c(Cl)cccc1Cl, [Na+]. Product: COC(=O)NC1=NC(c2c(Cl)cccc2Cl)CN1. As a reaction SMILES: [C:13](=[O:14])([OH:15])[O-:16].[CH3:18][O:19][C:20](=[O:21])[NH:22][C:23](=[N:24][C:25]([O:26][CH3:27])=[O:28])[S:29][CH3:30].[CH:31]([OH:32])([CH3:33])[CH3:34].[CH:35]([Cl:36])([Cl:37])[Cl:38].[NH2:1][CH:2]([CH2:3][NH2:4])[c:5]1[c:6]([Cl:12])[cH:7][cH:8][cH:9][c:10]1[Cl:11].[Na+:17]>>[N:1]1=[C:23]([NH:22][C:20]([O:19][CH3:18])=[O:21])[NH:4][CH2:3][CH:2]1[c:5]1[c:6]([Cl:12])[cH:7][cH:8][cH:9][c:10]1[Cl:11].